This data is from the Open Reaction Database (ORD), a public repository of structured organic reaction records. The task is: describe an organic reaction: reactants, conditions, products, and yield Starting materials: FC(C(=O)O)(F)F (Trifluoroacetic acid), CS(=O)(=O)O (methanesulfonic acid), C(C1=CC=CC=C1)OC1=C(C=C2C(=CC=NC2=C1)OC=1C(=NC(=CC1)C)C=1SC=CN1)OC (7-benzyloxy-6-methoxy-4-(6-methyl-2-thiazol-2-yl-pyridin-3-yloxy)-quinoline), C(C1=CC=CC=C1)OC1=C(C=C2C(=CC=NC2=C1)OC=1C(=NC(=CC1)C)C=1SC=CN1)OC (7-benzyloxy-6-methoxy-4-(6-methyl-2-thiazol-2-yl-pyridin-3-yloxy)-quinoline), C(O)([O-])=O.[Na+] (sodium hydrogencarbonate). Run at temperature 80 celsius, time 1.5 hour. Yields the product COC=1C=C2C(=CC=NC2=CC1O)OC=1C(=NC(=CC1)C)C=1SC=CN1 (6-Methoxy-4-(6-methyl-2-thiazol-2-yl-pyridin-3-yloxy)-quinolin-7-ol). The yield is 71.7%. Reaction SMILES: FC(F)(F)C(O)=O.CS(O)(=O)=O.C([O:20][C:21]1[CH:30]=[C:29]2[C:24]([C:25]([O:31][C:32]3[C:33]([C:39]4[S:40][CH:41]=[CH:42][N:43]=4)=[N:34][C:35]([CH3:38])=[CH:36][CH:37]=3)=[CH:26][CH:27]=[N:28]2)=[CH:23][C:22]=1[O:44][CH3:45])C1C=CC=CC=1.C(=O)([O-])O.[Na+]>>[CH3:45][O:44][C:22]1[CH:23]=[C:24]2[C:29](=[CH:30][C:21]=1[OH:20])[N:28]=[CH:27][CH:26]=[C:25]2[O:31][C:32]1[C:33]([C:39]2[S:40][CH:41]=[CH:42][N:43]=2)=[N:34][C:35]([CH3:38])=[CH:36][CH:37]=1 |f:3.4|. Reported procedure: Trifluoroacetic acid (1 ml) and methanesulfonic acid (0.1 ml) were added to 7-benzyloxy-6-methoxy-4-(6-methyl-2-thiazol-2-yl-pyridin-3-yloxy)-quinoline (compound 328) (40 mg), and the mixture was stirred at 80° C. for 1.5 hr. The reaction solution was cooled to room temperature, and a saturated aqueous sodium hydrogencarbonate solution was then added to the reaction solution. The mixture was made alkaline, and the mixture was then extracted with chloroform. The chloroform layer was washed with w... Starting materials: C(C1=CC=CC=C1)OC1=CC(=C(C[C@H]2C(N(CC2)[C@@H]2CC3=CNN=C3CC2)=O)C(=C1)Cl)Cl ((3R,5S)-3-(4-Benzyloxy-2,6-dichloro-benzyl)-1-(4,5,6,7-tetrahydro-2H-indazol-5-yl)-pyrrolidin-2-one), [H][H] (hydrogen). Reagents/catalysts: [OH-].[OH-].[Pd+2] (Pd(OH)2). Run in C(C)O (ethanol). Run at time 6 hour. Product: OC1=CC(=C(C[C@H]2C(N(CC2)[C@@H]2CC3=CNN=C3CC2)=O)C(=C1)Cl)Cl ((3R,5S)-3-(4-Hydroxy-2,6-dichloro-benzyl)-1-(4,5,6,7-tetrahydro-2H-indazol-5-yl)-pyrrolidin-2-one). RXN SMILES: C([O:8][C:9]1[CH:30]=[C:29]([Cl:31])[C:12]([CH2:13][C@@H:14]2[CH2:18][CH2:17][N:16]([C@H:19]3[CH2:27][CH2:26][C:25]4[C:21](=[CH:22][NH:23][N:24]=4)[CH2:20]3)[C:15]2=[O:28])=[C:11]([Cl:32])[CH:10]=1)C1C=CC=CC=1.[H][H]>C(O)C.[OH-].[OH-].[Pd+2]>[OH:8][C:9]1[CH:30]=[C:29]([Cl:31])[C:12]([CH2:13][C@@H:14]2[CH2:18][CH2:17][N:16]([C@H:19]3[CH2:27][CH2:26][C:25]4[C:21](=[CH:22][NH:23][N:24]=4)[CH2:20]3)[C:15]2=[O:28])=[C:11]([Cl:32])[CH:10]=1 |f:3.4.5|. Reported procedure: Dissolve (3R,5S)-3-(4-Benzyloxy-2,6-dichloro-benzyl)-1-(4,5,6,7-tetrahydro-2H-indazol-5-yl)-pyrrolidin-2-one (Example 35) (8.79 g, 18.7 mmol) in absolute ethanol (60 mL), treat with 20% Pd(OH)2 (6.0 g) and stir at 30 psi hydrogen pressure. After 6 h, ESMS shows starting material consumed and product formed. Remove the catalyst by filtration, rinse with ethanol and evaporate to a dark foam. Filtration through 50 g SCX mega-bond elut using 95:5 CH2Cl2/MeOH followed by 95:5 CH2Cl2/7.0 M NH3/MeOH yi... Reactants: [N+](=O)([O-])C1=CC(=C(C=C1)C(C)(C)C1=C(C=C(C=C1)[N+](=O)[O-])OC(C1=CC=CC=C1)=O)OC(C1=CC=CC=C1)=O (2,2-bis (4-nitrobenzoyloxyphenyl) propane), NN (hydrazine). The reagents and catalysts are [Pd] (palladium). Solvent: C(C)O (ethanol). Reaction conditions: time 3 hour. Yields the product NC1=CC(=C(C=C1)C(C)(C)C1=C(C=C(C=C1)N)OC(C1=CC=CC=C1)=O)OC(C1=CC=CC=C1)=O (2,2-bis(4-aminobenzoyloxyphenyl)propane). The yield is 95.6%. Reaction SMILES: [N+:1]([C:4]1[CH:9]=[CH:8][C:7]([C:10]([C:13]2[CH:18]=[CH:17][C:16]([N+:19]([O-])=O)=[CH:15][C:14]=2[O:22][C:23](=[O:30])[C:24]2[CH:29]=[CH:28][CH:27]=[CH:26][CH:25]=2)([CH3:12])[CH3:11])=[C:6]([O:31][C:32](=[O:39])[C:33]2[CH:38]=[CH:37][CH:36]=[CH:35][CH:34]=2)[CH:5]=1)([O-])=O.NN>C(O)C.[Pd]>[NH2:19][C:16]1[CH:17]=[CH:18][C:13]([C:10]([C:7]2[CH:8]=[CH:9][C:4]([NH2:1])=[CH:5][C:6]=2[O:31][C:32](=[O:39])[C:33]2[CH:38]=[CH:37][CH:36]=[CH:35][CH:34]=2)([CH3:12])[CH3:11])=[C:14]([O:22][C:23](=[O:30])[C:24]2[CH:29]=[CH:28][CH:27]=[CH:26][CH:25]=2)[CH:15]=1. Reported procedure: 148.4 g (0.25 mol) of the 2,2-bis (4-nitrobenzoyloxyphenyl) propane obtained in Reference Example 5 was dispersed in 500 ml of ethanol charged into a 1-liter four-neck flask equipped with a reflux condenser, thermometer, agitator and dropping funnel, and 2.5 g of 10% palladium supported activated charcoal was added, 66 g (1.05 mol) of hydrazine was added over a period of 30 minutes using the dropping funnel, with caution to rapid refluxing, and the refluxing was continued for 3 hours. After the ... The reactants are COC(=O)C=1N(C(=C(C1Cl)Cl)Cl)NCC1=CC=CC=C1 (1-benzylamino-3,4,5-trichloro-1H-pyrrole-2-carboxylic acid methyl ester), C(C)OC(CC(=O)Cl)=O (chlorocarbonyl-acetic acid ethyl ester). Run in O1CCOCC1 (dioxane). Yields the product COC(=O)C=1N(C(=C(C1Cl)Cl)Cl)N(C(CC(=O)OCC)=O)CC1=CC=CC=C1 (1-[Benzyl-(2-ethoxycarbonyl-acetyl)-amino]-3,4,5-trichloro-1H-pyrrole-2-carboxylic acid methyl ester). The yield is 52.6%. As a reaction SMILES: [CH3:1][O:2][C:3]([C:5]1[N:6]([NH:13][CH2:14][C:15]2[CH:20]=[CH:19][CH:18]=[CH:17][CH:16]=2)[C:7]([Cl:12])=[C:8]([Cl:11])[C:9]=1[Cl:10])=[O:4].[CH2:21]([O:23][C:24](=[O:29])[CH2:25][C:26](Cl)=[O:27])[CH3:22]>O1CCOCC1>[CH3:1][O:2][C:3]([C:5]1[N:6]([N:13]([CH2:14][C:15]2[CH:20]=[CH:19][CH:18]=[CH:17][CH:16]=2)[C:26](=[O:27])[CH2:25][C:24]([O:23][CH2:21][CH3:22])=[O:29])[C:7]([Cl:12])=[C:8]([Cl:11])[C:9]=1[Cl:10])=[O:4]. Procedure: A mixture of 1-benzylamino-3,4,5-trichloro-1H-pyrrole-2-carboxylic acid methyl ester (394 mg, 1.18 mmol) and chlorocarbonyl-acetic acid ethyl ester (227 μL, 1.77 mmol) in dioxane (5 mL) was stirred under reflux for 30 min; then the reaction mixture was cooled and the solvents were removed, the residue was directly silica gel column purified to give the desired product (278 mg) as colorless syrup. ESI (m/z): 447 (M+H)+. Reactants: COc1cccc(C(=O)c2ncc(C=O)c3cc(OCCCOC(C)=O)c(OC)cc23)c1, CC(C)(C)O, CC=C(C)C, CCCCCC, [O-][Cl+][O-], [Na+], [Na+], O, O, O=P([O-])(O)O. Product: COc1cccc(C(=O)c2ncc(C(=O)O)c3cc(OCCCOC(C)=O)c(OC)cc23)c1. RXN SMILES: [C:1]([CH3:2])(=[O:3])[O:4][CH2:5][CH2:6][CH2:7][O:8][c:9]1[cH:10][c:11]2[c:12]([CH:31]=[O:32])[cH:13][n:14][c:15]([C:21]([c:22]3[cH:23][c:24]([O:28][CH3:29])[cH:25][cH:26][cH:27]3)=[O:30])[c:16]2[cH:17][c:18]1[O:19][CH3:20].[C:49]([OH:50])([CH3:51])([CH3:52])[CH3:53].[CH3:40][C:41](=[CH:42][CH3:43])[CH3:44].[CH3:55][CH2:56][CH2:57][CH2:58][CH2:59][CH3:60].[Cl+:45]([O-:46])[O-:47].[Na+:39].[Na+:48].[OH2:33].[OH2:54].[P:34](=[O:35])([O-:36])([OH:37])[OH:38]>>[C:1]([CH3:2])(=[O:3])[O:4][CH2:5][CH2:6][CH2:7][O:8][c:9]1[cH:10][c:11]2[c:12]([C:31](=[O:32])[OH:35])[cH:13][n:14][c:15]([C:21]([c:22]3[cH:23][c:24]([O:28][CH3:29])[cH:25][cH:26][cH:27]3)=[O:30])[c:16]2[cH:17][c:18]1[O:19][CH3:20]. The reactants are ClC=1C=C2CN(C(NC2=CC1)=O)CCN(CC)CC (6-chloro-3-[2-(diethylamino)ethyl]-2,3-dihydro-(1H)-quinazolinone), O (water), [H-].[Na+] (sodium hydride), BrCC1CCCCC1 (bromomethylcyclohexane). The solvent is CC(=O)N(C)C (dimethylacetamide). Yields the product ClC=1C=C2C(N(CN(C2=CC1)CC1CCCCC1)CCN(CC)CC)=O (6-chloro-1-cyclohexylmethyl-3-[2-(diethylamino)ethyl]-2,3-dihydro-4(1H)-quinazolinone). Isolated yield 85.0%. As a reaction SMILES: [Cl:1][C:2]1[CH:3]=[C:4]2[C:9](=[CH:10][CH:11]=1)[NH:8][C:7](=O)[N:6]([CH2:13][CH2:14][N:15]([CH2:18][CH3:19])[CH2:16][CH3:17])[CH2:5]2.[H-].[Na+].Br[CH2:23][CH:24]1[CH2:29][CH2:28][CH2:27][CH2:26][CH2:25]1.[OH2:30]>CC(N(C)C)=O>[Cl:1][C:2]1[CH:3]=[C:4]2[C:9](=[CH:10][CH:11]=1)[N:8]([CH2:23][CH:24]1[CH2:29][CH2:28][CH2:27][CH2:26][CH2:25]1)[CH2:7][N:6]([CH2:13][CH2:14][N:15]([CH2:18][CH3:19])[CH2:16][CH3:17])[C:5]2=[O:30] |f:1.2|. Reported procedure: 2.00 Grammes (7.1 mmoles) of 6-chloro-3-[2-(diethylamino)ethyl]-2,3-dihydro-(1H)-quinazolinone are suspended in 5 ml of anhydrous dimethylacetamide. Milligrammes (17.8 mmoles) of sodium hydride are added to this solution and, after 30 minutesat room temperature, 0.72 ml (7.8 mmoles) of bromomethylcyclohexane are dripped. After 3 hours of reaction at room temperature the reaction solution is poured into water and ice. The product, of an oily consistency, is recovered through extraction with ethyl... Starting materials: ClC1=C(COCCN(C(NC=2SC(=CN2)SCC(C(=O)O)(C)C)=O)[C@@H]2CC[C@H](CC2)C)C=CC=C1 (3-{2-[3-[2-(2-chloro-benzyloxy)-ethyl]-3-(trans-4-methyl-cyclohexyl)-ureido]-thiazol-5-ylsulfanyl}-2,2-dimethyl-propionic acid), BrCC=1C2=C(SC1)C=CC(=C2)Cl (3-bromomethyl-5-chloro-benzo[b]thiophene), C(C)OC(CSC1=CN=C(S1)N)=O ((2-aminothiazol-5-ylsulfanyl)acetic acid ethyl ester). Product: ClC1=CC2=C(SC=C2COCCN(C(NC=2SC(=CN2)SCC(=O)O)=O)[C@@H]2CC[C@H](CC2)C)C=C1 ({2-[3-[2-(5-Chloro-benzo[b]thiophen-3-ylmethoxy)-ethyl]-3-(trans-4-methyl-cyclohexyl)-ureido]-thiazol-5-ylsulfanyl}-acetic acid). RXN SMILES: ClC1C=CC=CC=1C[O:5][CH2:6][CH2:7][N:8]([C@H:25]1[CH2:30][CH2:29][C@H:28]([CH3:31])[CH2:27][CH2:26]1)[C:9](=[O:24])[NH:10][C:11]1[S:12][C:13]([S:16][CH2:17]C(C)(C)C(O)=O)=[CH:14][N:15]=1.Br[CH2:37][C:38]1[C:39]2[CH:46]=[C:45]([Cl:47])[CH:44]=[CH:43][C:40]=2[S:41][CH:42]=1.C([O:50][C:51](=[O:60])CSC1SC(N)=NC=1)C>>[Cl:47][C:45]1[CH:44]=[CH:43][C:40]2[S:41][CH:42]=[C:38]([CH2:37][O:5][CH2:6][CH2:7][N:8]([C@H:25]3[CH2:26][CH2:27][C@H:28]([CH3:31])[CH2:29][CH2:30]3)[C:9](=[O:24])[NH:10][C:11]3[S:12][C:13]([S:16][CH2:17][C:51]([OH:60])=[O:50])=[CH:14][N:15]=3)[C:39]=2[CH:46]=1. Procedure details: The compound was prepared following an analogous procedure to the one described for the synthesis of 3-{2-[3-[2-(2-chloro-benzyloxy)-ethyl]-3-(trans-4-methyl-cyclohexyl)-ureido]-thiazol-5-ylsulfanyl}-2,2-dimethyl-propionic acid using 3-bromomethyl-5-chloro-benzo[b]thiophene and (2-aminothiazol-5-ylsulfanyl)acetic acid ethyl ester. Reactants: Cl (HCl), BrC1=C(C=C2CCN(C(C2=C1)C(=O)OCC)C(C(=O)N(CCCCC#CC1=CN=CS1)C(C)(C)C)=O)OC (ethyl 7-bromo-2-(2-(tert-butyl(6-(thiazol-5-yl)hex-5-ynyl)amino)-2-oxoacetyl)-6-methoxy-1,2,3,4-tetrahydroisoquinoline-1-carboxylate), [OH-].[K+] (KOH). Solvent: O (water), O1CCOCC1 (dioxane), O (water). Reaction conditions: temperature 50 celsius, time 1.5 hour. Product: BrC1=C(C=C2CCN(C(C2=C1)C(=O)O)C(C(=O)N(CCCCC#CC1=CN=CS1)C(C)(C)C)=O)OC (7-bromo-2-(2-(tert-butyl(6-(thiazol-5-yl)hex-5-ynyl)amino)-2-oxoacetyl)-6-methoxy-1,2,3,4-tetrahydroisoquinoline-1-carboxylic acid). Isolated yield 83.9%. RXN SMILES: [Br:1][C:2]1[CH:11]=[C:10]2[C:5]([CH2:6][CH2:7][N:8]([C:17](=[O:36])[C:18]([N:20]([C:32]([CH3:35])([CH3:34])[CH3:33])[CH2:21][CH2:22][CH2:23][CH2:24][C:25]#[C:26][C:27]3[S:31][CH:30]=[N:29][CH:28]=3)=[O:19])[CH:9]2[C:12]([O:14]CC)=[O:13])=[CH:4][C:3]=1[O:37][CH3:38].[OH-].[K+].Cl>O1CCOCC1.O>[Br:1][C:2]1[CH:11]=[C:10]2[C:5]([CH2:6][CH2:7][N:8]([C:17](=[O:36])[C:18]([N:20]([C:32]([CH3:34])([CH3:35])[CH3:33])[CH2:21][CH2:22][CH2:23][CH2:24][C:25]#[C:26][C:27]3[S:31][CH:30]=[N:29][CH:28]=3)=[O:19])[CH:9]2[C:12]([OH:14])=[O:13])=[CH:4][C:3]=1[O:37][CH3:38] |f:1.2|. Procedure details: A solution of 300 mg of 17g in 3 ml of dioxane was mixed with 130 mg of KOH in 1 ml of water. The mixture was stirred at 50° C. for 1.5 hr, cooled, diluted with 20 ml of water, acidified to pH3 (0.2N HCl) and extracted with ethyl acetate. The extract was washed twice with water, dried and concentrated, to give 240 mg of acid 17h as a colorless foam. The reactants are O=C([O-])[O-], Cc1ccccc1, CC1(C)OB(c2ccc(C3CC3)nc2)OC1(C)C, [K+], [K+], O=C(Nc1cccc(-c2nnco2)c1)c1cc(Br)ccn1. The product is O=C(Nc1cccc(-c2nnco2)c1)c1cc(-c2ccc(C3CC3)nc2)ccn1. As a reaction SMILES: [C:40](=[O:41])([O-:42])[O-:43].[CH3:46][c:47]1[cH:48][cH:49][cH:50][cH:51][cH:52]1.[CH:22]1([c:25]2[n:26][cH:27][c:28]([B:31]3[O:32][C:33]([CH3:34])([CH3:35])[C:36]([CH3:37])([CH3:38])[O:39]3)[cH:29][cH:30]2)[CH2:23][CH2:24]1.[K+:44].[K+:45].[o:1]1[c:2](-[c:6]2[cH:7][c:8]([NH:12][C:13]([c:14]3[n:15][cH:16][cH:17][c:18]([Br:20])[cH:19]3)=[O:21])[cH:9][cH:10][cH:11]2)[n:3][n:4][cH:5]1>>[o:1]1[c:2](-[c:6]2[cH:7][c:8]([NH:12][C:13]([c:14]3[n:15][cH:16][cH:17][c:18](-[c:28]4[cH:27][n:26][c:25]([CH:22]5[CH2:23][CH2:24]5)[cH:30][cH:29]4)[cH:19]3)=[O:21])[cH:9][cH:10][cH:11]2)[n:3][n:4][cH:5]1. Reactants: CN1N=CC(=C1)C1=CN(C2=NC=C(C=C21)O)COCC[Si](C)(C)C (3-(1-Methyl-1H-pyrazol-4-yl)-1-(2-trimethylsilanyl-ethoxymethyl)-1H-pyrrolo[2,3-b]pyridin-5-ol), BrCCCCCC (1-bromohexane), C(=O)([O-])[O-].[K+].[K+] (K2CO3). Reagents/catalysts: [N+](CCCC)(CCCC)(CCCC)CCCC.[I-] (n-Bu4NI). Run in CC(=O)C (acetone). Yields the product C(CCCCC)OC=1C=C2C(=NC1)N(C=C2C=2C=NN(C2)C)COCC[Si](C)(C)C (5-Hexyloxy-3-(1-methyl-1H-pyrazol-4-yl)-1-(2-trimethylsilanyl-ethoxymethyl)-1H-pyrrolo[2,3-b]pyridine). Isolated yield 48.3%. RXN SMILES: [CH3:1][N:2]1[CH:6]=[C:5]([C:7]2[C:15]3[C:10](=[N:11][CH:12]=[C:13]([OH:16])[CH:14]=3)[N:9]([CH2:17][O:18][CH2:19][CH2:20][Si:21]([CH3:24])([CH3:23])[CH3:22])[CH:8]=2)[CH:4]=[N:3]1.Br[CH2:26][CH2:27][CH2:28][CH2:29][CH2:30][CH3:31].C([O-])([O-])=O.[K+].[K+]>[N+](CCCC)(CCCC)(CCCC)CCCC.[I-].CC(C)=O>[CH2:26]([O:16][C:13]1[CH:14]=[C:15]2[C:7]([C:5]3[CH:4]=[N:3][N:2]([CH3:1])[CH:6]=3)=[CH:8][N:9]([CH2:17][O:18][CH2:19][CH2:20][Si:21]([CH3:24])([CH3:23])[CH3:22])[C:10]2=[N:11][CH:12]=1)[CH2:27][CH2:28][CH2:29][CH2:30][CH3:31] |f:2.3.4,5.6|. Procedure: According to the general procedure using: 27 (60 mg, 0.174 mmol), 1-bromohexane (117 μL, 1.74 mmol), K2CO3 (241 mg, 1.74 mmol) and n-Bu4NI (6.4 mg, 17 μmol) in acetone (4.0 mL) were heated at reflux overnight. Purification by PTLC using AcOEt:hexane=6:4 (v/v) as eluent gave 281 as a clear oil (36 mg, 48%).